From a dataset of the Open Reaction Database (ORD), a public repository of structured organic reaction records. describe an organic reaction: reactants, conditions, products, and yield Starting materials: FC1=NC=CC(=C1)C1=NN(C2=CC=C(C=C12)[N+](=O)[O-])C(C1=CC=CC=C1)(C1=CC=CC=C1)C1=CC=CC=C1 (3-(2-fluoro-pyridin-4-yl)-5-nitro-1-trityl-1H-indazole), C(C)N (ethyl amine). The solvent is C1CCOC1 (THF). Run at temperature 80 celsius. The product is C(C)NC1=NC=CC(=C1)C1=NN(C2=CC=C(C=C12)[N+](=O)[O-])C(C1=CC=CC=C1)(C1=CC=CC=C1)C1=CC=CC=C1 (ethyl-[4-(5-nitro-1-trityl-1H-indazol-3-yl)-pyridin-2-yl]-amine). Isolated yield 36.0%. Reaction SMILES: F[C:2]1[CH:7]=[C:6]([C:8]2[C:16]3[C:11](=[CH:12][CH:13]=[C:14]([N+:17]([O-:19])=[O:18])[CH:15]=3)[N:10]([C:20]([C:33]3[CH:38]=[CH:37][CH:36]=[CH:35][CH:34]=3)([C:27]3[CH:32]=[CH:31][CH:30]=[CH:29][CH:28]=3)[C:21]3[CH:26]=[CH:25][CH:24]=[CH:23][CH:22]=3)[N:9]=2)[CH:5]=[CH:4][N:3]=1.[CH2:39]([NH2:41])[CH3:40]>C1COCC1>[CH2:39]([NH:41][C:2]1[CH:7]=[C:6]([C:8]2[C:16]3[C:11](=[CH:12][CH:13]=[C:14]([N+:17]([O-:19])=[O:18])[CH:15]=3)[N:10]([C:20]([C:21]3[CH:22]=[CH:23][CH:24]=[CH:25][CH:26]=3)([C:33]3[CH:34]=[CH:35][CH:36]=[CH:37][CH:38]=3)[C:27]3[CH:28]=[CH:29][CH:30]=[CH:31][CH:32]=3)[N:9]=2)[CH:5]=[CH:4][N:3]=1)[CH3:40]. Procedure details: A mixture of 3-(2-fluoro-pyridin-4-yl)-5-nitro-1-trityl-1H-indazole (800 mg, 1.6 mmol) and 2M ethyl amine in THF (20 mL) was heated in a sealed tube at 80° C. for four days. Cooled to room temperature and concentrated. The crude product was purified by column chromatography on silica get eluting with a solution of ethyl acetate in hexane (1:1) to give the title compound (300 mg, 36%). Reactants: amine, CO (methanol), ClCCl (dichloromethane), C(C)(C)(C)OC(=O)NCC1=C(CN)C=C(C=C1)Cl (2-(tert-butyloxycarbonylaminomethyl)-5-chlorobenzylamine), C(C)(C)N(CC)C(C)C (diisopropylethylamine), ClCCl (dichloromethane), BrCC(=O)Br (Bromoacetyl bromide). Reaction conditions: temperature -78 celsius, time 15 minute. Product: C(C)(C)(C)OC(=O)NCC(C1=CC=CC(=C1)Cl)C(C(=O)N)Br (2-(tert-butyloxycarbonylaminomethyl-5-chlorobenzyl)bromoacetamide). RXN SMILES: [C:1]([O:5][C:6]([NH:8][CH2:9][C:10]1C=[CH:16][C:15](Cl)=[CH:14][C:11]=1[CH2:12]N)=[O:7])([CH3:4])([CH3:3])[CH3:2].C([N:22](C(C)C)CC)(C)C.[Br:28][CH2:29][C:30](Br)=[O:31].CO.Cl[CH2:36][Cl:37]>>[C:1]([O:5][C:6]([NH:8][CH2:9][CH:10]([CH:29]([Br:28])[C:30]([NH2:22])=[O:31])[C:11]1[CH:12]=[C:36]([Cl:37])[CH:16]=[CH:15][CH:14]=1)=[O:7])([CH3:4])([CH3:3])[CH3:2]. Procedure: To a stirred solution of 2-(tert-butyloxycarbonylaminomethyl)-5-chlorobenzylamine (0.52 g, 1.93 mmol) in dichloromethane (2 mL) was added diisopropylethylamine (0.34 mL, 1.95 mmol) and the solution was cooled to −78° C. Bromoacetyl bromide (0.19 mL, 2.12 mmol) was added slowly and after the addition was complete, the temperature was raised to 0° C. The reaction was complete in 15 min based on the disappearance of starting amine on silica gel TLC a 95:5 mixture of dichloromethane to methanol as m... Starting materials: ClCCl, C[N+]1([O-])CCOCC1, CCC[N+](CCC)(CCC)CCC, O=[Ru](=O)(=O)[O-], CC12CCC(O)CC1CCC1C2CCC2(C)C(c3ccoc3)CC3OC312. The product is CC12CCC(=O)CC1CCC1C2CCC2(C)C(c3ccoc3)CC3OC312. RXN SMILES: [CH2:35]([Cl:36])[Cl:37].[CH3:27][N+:28]1([O-:29])[CH2:30][CH2:31][O:32][CH2:33][CH2:34]1.[CH3:43][CH2:44][CH2:45][N+:46]([CH2:47][CH2:48][CH3:49])([CH2:50][CH2:51][CH3:52])[CH2:53][CH2:54][CH3:55].[O-:38][Ru:39](=[O:40])(=[O:41])=[O:42].[O:1]1[C:2]23[CH:3]1[CH2:4][CH:5]([c:22]1[cH:23][o:24][cH:25][cH:26]1)[C:6]2([CH3:7])[CH2:8][CH2:9][CH:10]1[C:11]2([CH3:21])[CH2:12][CH2:13][CH:14]([OH:20])[CH2:15][CH:16]2[CH2:17][CH2:18][CH:19]31>>[O:1]1[C:2]23[CH:3]1[CH2:4][CH:5]([c:22]1[cH:23][o:24][cH:25][cH:26]1)[C:6]2([CH3:7])[CH2:8][CH2:9][CH:10]1[C:11]2([CH3:21])[CH2:12][CH2:13][C:14](=[O:20])[CH2:15][CH:16]2[CH2:17][CH2:18][CH:19]31. Starting materials: CC1(C2=CC=CC(=C2OC=2C(=CC=CC12)P(C1=CC=CC=C1)C1=CC=CC=C1)P(C1=CC=CC=C1)C1=CC=CC=C1)C (9,9-dimethyl-4,5-bis(diphenylphosphino)xanthene), CC(C)([O-])C.[Na+] (sodium tert-butoxide), COCCCN1C(COC2=C1C=C(C=C2)COC2CN(CCC2C2=CC=C(C=C2)O[C@@H]2CNCC2)C(=O)OCC2=CC=CC=C2)=O (benzyl 3-[4-(3-methoxypropyl)-3-oxo-3,4-dihydro-2H-benzo[1,4]oxazin-6-ylmethoxy]-4-[4-(pyrrolidin-3(S)-yloxy)phenyl]piperidine-1-carboxylate), IC1=CC=CC=C1 (iodobenzene), tris(dibenzylidenacetone)dipalladium(0). Run in O1CCOCC1 (dioxane), O1CCOCC1 (dioxane). The product is COCCCN1C(COC2=C1C=C(C=C2)COC2CN(CCC2C2=CC=C(C=C2)O[C@@H]2CN(CC2)C2=CC=CC=C2)C(=O)OCC2=CC=CC=C2)=O (Benzyl 3-[4-(3-methoxypropyl)-3-oxo-3,4-dihydro-2H-benzo[1,4]oxazin-6-ylmethoxy]-4-[4-(1-phenylpyrrolidin-3(S)-yloxy)phenyl]piperidine-1-carboxylate), SiO2. As a reaction SMILES: CC(C)([O-])C.[Na+].[CH3:7][O:8][CH2:9][CH2:10][CH2:11][N:12]1[C:17]2[CH:18]=[C:19]([CH2:22][O:23][CH:24]3[CH:29]([C:30]4[CH:35]=[CH:34][C:33]([O:36][C@H:37]5[CH2:41][CH2:40][NH:39][CH2:38]5)=[CH:32][CH:31]=4)[CH2:28][CH2:27][N:26]([C:42]([O:44][CH2:45][C:46]4[CH:51]=[CH:50][CH:49]=[CH:48][CH:47]=4)=[O:43])[CH2:25]3)[CH:20]=[CH:21][C:16]=2[O:15][CH2:14][C:13]1=[O:52].I[C:54]1[CH:59]=[CH:58][CH:57]=[CH:56][CH:55]=1.CC1(C)C2C=CC=C(P(C3C=CC=CC=3)C3C=CC=CC=3)C=2OC2C1=CC=CC=2P(C1C=CC=CC=1)C1C=CC=CC=1>O1CCOCC1>[CH3:7][O:8][CH2:9][CH2:10][CH2:11][N:12]1[C:17]2[CH:18]=[C:19]([CH2:22][O:23][CH:24]3[CH:29]([C:30]4[CH:31]=[CH:32][C:33]([O:36][C@H:37]5[CH2:41][CH2:40][N:39]([C:54]6[CH:59]=[CH:58][CH:57]=[CH:56][CH:55]=6)[CH2:38]5)=[CH:34][CH:35]=4)[CH2:28][CH2:27][N:26]([C:42]([O:44][CH2:45][C:46]4[CH:47]=[CH:48][CH:49]=[CH:50][CH:51]=4)=[O:43])[CH2:25]3)[CH:20]=[CH:21][C:16]=2[O:15][CH2:14][C:13]1=[O:52] |f:0.1|. Reported procedure: The mixture of 0.106 g of sodium tert-butoxide, 0.500 g of benzyl 3-[4-(3-methoxypropyl)-3-oxo-3,4-dihydro-2H-benzo[1,4]oxazin-6-ylmethoxy]-4-[4-(pyrrolidin-3(S)-yloxy)phenyl]piperidine-1-carboxylate, 0.106 ml iodobenzene and 8.5 ml of dioxane is initially charged under argon in a Schlenk apparatus with stirring. The mixture is admixed with the solution of 0.028 g of 9,9-dimethyl-4,5-bis(diphenylphosphino)xanthene and tris(dibenzylidenacetone)dipalladium(0) in 2.5 ml of dioxane (prepared in a Sc... The product is C(C)(C)(C)[Si](N1CCC=2C1=NC=C(C2)[Sn](CCCC)(CCCC)CCCC)(C)C (1-(tert-Butyl-dimethyl-silanyl)-5-tributylstannanyl-2,3-dihydro-1H-pyrrolo[2,3-b]pyridine). Reported procedure: To a stirred and cooled (−90° C.) solution of bromide 4 (206 mg, 0.66 mmol) in THF (2.5 mL) was added dropwise 1.5 M solution of tert-butyllithium in pentane (1 mL, 1.51 mmol). After 35 min additional stirring at −90° C., tri-n-butyltin iodide (0.23 mL, 0.79 mmol) was added in one portion. The mixture was stirred at −90° C. for 10 min, −78° C. for 40 min, and then allowed to warm to r.t. The mixture was partitioned between AcOEt-brine. The aqueous layer was extracted with AcOEt (3×) and the comb... Run in C1CCOC1 (THF). Reactants: solution, C(C)(C)(C)[Li] (tert-butyllithium), CCCCC (pentane), C(CCC)[Sn](CCCC)(CCCC)I (tri-n-butyltin iodide), BrC=1C=C2C(=NC1)N(CC2)[Si](C)(C)C(C)(C)C (5-Bromo-1-(tert-butyl-dimethyl-silanyl)-2,3-dihydro-1H-pyrrolo[2,3-b]pyridine). As a reaction SMILES: Br[C:2]1[CH:3]=[C:4]2[CH2:10][CH2:9][N:8]([Si:11]([C:14]([CH3:17])([CH3:16])[CH3:15])([CH3:13])[CH3:12])[C:5]2=[N:6][CH:7]=1.C([Li])(C)(C)C.CCCCC.[CH2:28]([Sn:32](I)([CH2:37][CH2:38][CH2:39][CH3:40])[CH2:33][CH2:34][CH2:35][CH3:36])[CH2:29][CH2:30][CH3:31]>C1COCC1>[C:14]([Si:11]([CH3:13])([CH3:12])[N:8]1[C:5]2=[N:6][CH:7]=[C:2]([Sn:32]([CH2:33][CH2:34][CH2:35][CH3:36])([CH2:37][CH2:38][CH2:39][CH3:40])[CH2:28][CH2:29][CH2:30][CH3:31])[CH:3]=[C:4]2[CH2:10][CH2:9]1)([CH3:17])([CH3:16])[CH3:15].